Task: describe an organic reaction: reactants, conditions, products, and yield. Dataset: the Open Reaction Database (ORD), a public repository of structured organic reaction records Reactants: F[B-](F)(F)F, CC(C)(N)c1ccccc1, CCOC(=O)n1nc(NC(=O)c2ccccc2NC(=O)c2ccc[nH]2)c2cc(C(=O)O)sc21, CCOC(C)=O, CCN(C(C)C)C(C)C, CN(C)C=O, CN(C)C(On1nnc2ccccc21)=[N+](C)C. Product: CCOC(=O)n1nc(NC(=O)c2ccccc2NC(=O)c2ccc[nH]2)c2cc(C(=O)NC(C)(C)c3ccccc3)sc21. RXN SMILES: [B-:34]([F:35])([F:36])([F:37])[F:38].[C:65]([CH3:66])([CH3:67])([c:68]1[cH:69][cH:70][cH:71][cH:72][cH:73]1)[NH2:74].[CH2:1]([CH3:2])[O:3][C:4](=[O:5])[n:6]1[n:7][c:8]([NH:17][C:18]([c:19]2[c:20]([NH:25][C:26](=[O:27])[c:28]3[nH:29][cH:30][cH:31][cH:32]3)[cH:21][cH:22][cH:23][cH:24]2)=[O:33])[c:9]2[c:10]1[s:11][c:12]([C:14](=[O:15])[OH:16])[cH:13]2.[CH3:80][CH2:81][O:82][C:83]([CH3:84])=[O:85].[CH:56]([N:57]([CH2:58][CH3:59])[CH:60]([CH3:61])[CH3:62])([CH3:63])[CH3:64].[O:75]=[CH:76][N:77]([CH3:78])[CH3:79].[n:39]1([O:40][C:41]([N:42]([CH3:43])[CH3:44])=[N+:45]([CH3:46])[CH3:47])[c:48]2[cH:49][cH:50][cH:51][cH:52][c:53]2[n:54][n:55]1>>[CH2:1]([CH3:2])[O:3][C:4](=[O:5])[n:6]1[n:7][c:8]([NH:17][C:18]([c:19]2[c:20]([NH:25][C:26](=[O:27])[c:28]3[nH:29][cH:30][cH:31][cH:32]3)[cH:21][cH:22][cH:23][cH:24]2)=[O:33])[c:9]2[c:10]1[s:11][c:12]([C:14](=[O:15])[NH:74][C:65]([CH3:66])([CH3:67])[c:68]1[cH:69][cH:70][cH:71][cH:72][cH:73]1)[cH:13]2. Reactants: [Na].COC1OCC(CO1)COC1=C(C(=NC=C1)CS(=O)C1=NC2=C(N1)C=CC=C2)C (2-(((4-((2-methoxy-1,3-dioxan-5-yl)methoxy)-3-methylpyridin-2-yl)methyl)sulfinyl)-1H-benzimidazole sodium salt), C(C)C1(OCC(CO1)CO)CC ((2,2-diethyl-1,3-dioxan-5-yl)methanol). Yields the product [Na].C(C)C1(OCC(CO1)COC1=C(C(=NC=C1)CS(=O)C1=NC2=C(N1)C=CC=C2)C)CC (2-(((4-((2,2-diethyl-1,3-dioxan-5-yl)methoxy)-3-methylpyridin-2-yl)methyl)sulfinyl)-1H-benzimidazole sodium salt). Isolated yield 9.7%. RXN SMILES: [Na:1].COC1OCC(CO[C:12]2[CH:17]=[CH:16][N:15]=[C:14]([CH2:18][S:19]([C:21]3[NH:25][C:24]4[CH:26]=[CH:27][CH:28]=[CH:29][C:23]=4[N:22]=3)=[O:20])[C:13]=2[CH3:30])CO1.[CH2:31]([C:33]1([CH2:41][CH3:42])[O:38][CH2:37][CH:36]([CH2:39][OH:40])[CH2:35][O:34]1)[CH3:32]>>[Na:1].[CH2:41]([C:33]1([CH2:31][CH3:32])[O:34][CH2:35][CH:36]([CH2:39][O:40][C:12]2[CH:17]=[CH:16][N:15]=[C:14]([CH2:18][S:19]([C:21]3[NH:25][C:24]4[CH:26]=[CH:27][CH:28]=[CH:29][C:23]=4[N:22]=3)=[O:20])[C:13]=2[CH3:30])[CH2:37][O:38]1)[CH3:42] |f:0.1,3.4,^1:0,42|. Reported procedure: The same procedure as in the steps (6b) to (6f) of Example 6 was repeated using (2,2-diethyl-1,3-dioxan-5-yl)methanol obtained in the step (23a) to obtain the title compound (164 mg, total yield: 9.7%) as a light yellow solid. Reactants: CC(C)S(=O)(=O)Cl, Cl, c1cc(-n2cnnn2)ncc1OCc1cnn(C2CCNCC2)n1. The product is CC(C)S(=O)(=O)N1CCC(n2ncc(COc3ccc(-n4cnnn4)nc3)n2)CC1. As a reaction SMILES: [CH:26]([CH3:27])([CH3:28])[S:29](=[O:30])(=[O:31])[Cl:32].[ClH:1].[NH:2]1[CH2:3][CH2:4][CH:5]([n:8]2[n:9][cH:10][c:11]([CH2:13][O:14][c:15]3[cH:16][cH:17][c:18](-[n:21]4[n:22][n:23][n:24][cH:25]4)[n:19][cH:20]3)[n:12]2)[CH2:6][CH2:7]1>>[N:2]1([S:29]([CH:26]([CH3:27])[CH3:28])(=[O:30])=[O:31])[CH2:3][CH2:4][CH:5]([n:8]2[n:9][cH:10][c:11]([CH2:13][O:14][c:15]3[cH:16][cH:17][c:18](-[n:21]4[n:22][n:23][n:24][cH:25]4)[n:19][cH:20]3)[n:12]2)[CH2:6][CH2:7]1. The reactants are C(C1=CC=CC=C1)OC1(CC=2C=3C(=CNC2CC1)C(N(N3)C3=CC=C(C=C3)Cl)=O)C (8-Benzyloxy-2-p-chlorophenyl-8-methy-2,3,6,7,8,9-hexahydropyrazolo[4,3-c]quinolin-3(5H)-one), [H][H] (hydrogen). The solvent is CN(C)C=O.CCO (DMF EtOH). Yields the product ClC1=CC=C(C=C1)N1N=C2C(=CNC=3CCC(CC23)(C)O)C1=O (2-p-chlorophenyl-8-hydroxy-8-methyl-2,3,6,7,8,9-hexahydropyrazolo[4,3-c]quinolin-3(5H)-one). RXN SMILES: C([O:8][C:9]1([CH3:30])[CH2:18][CH2:17][C:16]2[NH:15][CH:14]=[C:13]3[C:19](=[O:29])[N:20]([C:22]4[CH:27]=[CH:26][C:25]([Cl:28])=[CH:24][CH:23]=4)[N:21]=[C:12]3[C:11]=2[CH2:10]1)C1C=CC=CC=1.[H][H]>CN(C=O)C.CCO>[Cl:28][C:25]1[CH:26]=[CH:27][C:22]([N:20]2[C:19](=[O:29])[C:13]3=[CH:14][NH:15][C:16]4[CH2:17][CH2:18][C:9]([OH:8])([CH3:30])[CH2:10][C:11]=4[C:12]3=[N:21]2)=[CH:23][CH:24]=1 |f:2.3|. Procedure: 8-Benzyloxy-2-p-chlorophenyl-8-methy-2,3,6,7,8,9-hexahydropyrazolo[4,3-c]quinolin-3(5H)-one (4 g) is dissolved in 200 mL of a 1:1 mixture of DMF/EtOH and subjected to catalytic hydrogenation with 5% palladiium on carbon (1 g) for 24 hours under 1 atm. of hydrogen. After the reaction is over, the catalyst is filtered off, the filtrate is evaporated, and the dried residue is triturated with EtOH to yield 2-p-chlorophenyl-8-hydroxy-8-methyl-2,3,6,7,8,9-hexahydropyrazolo[4,3-c]quinolin-3(5H)-one. Procedure details: Propyl maleimide (1 mol.), t-butyl bicyclo[2,2,2]oct-5-ene-2-carboxylate (0.5 mol.) and 3-hydroxypropyl bicyclo[2,2,2]oct-5-ene-2-carboxylate (0.5 mol) were dissolved in 50 g to 300 g of tetrahydrofuran (THF), 2 g to 15 g of 2,2′-azobisisobutyronitrile (AIBN) was added thereto, and the resulting solution was reacted at a temperature between 60° C. and 70° C. in a nitrogen atmosphere for 10 hours. After a high molecular weight was achieved by the reaction, the resultant product was precipitated i... The reactants are N(=NC(C#N)(C)C)C(C#N)(C)C (2,2′-azobisisobutyronitrile), C(CC)C=1C(=O)NC(C1)=O (Propyl maleimide), C12C(CC(C=C1)CC2)C(=O)OC(C)(C)C (t-butyl bicyclo[2,2,2]oct-5-ene-2-carboxylate), C12C(CC(C=C1)CC2)C(=O)OCCCO (3-hydroxypropyl bicyclo[2,2,2]oct-5-ene-2-carboxylate). Isolated yield 78.0%. As a reaction SMILES: [CH2:1]([C:4]1[C:5]([NH:7][C:8](=[O:10])[CH:9]=1)=[O:6])[CH2:2][CH3:3].[CH:11]12[CH2:18][CH2:17][CH:14]([CH:15]=[CH:16]1)[CH2:13][CH:12]2[C:19]([O:21][C:22]([CH3:25])([CH3:24])[CH3:23])=[O:20].[CH:26]12[CH2:33][CH2:32][CH:29]([CH:30]=[CH:31]1)[CH2:28][CH:27]2[C:34]([O:36][CH2:37][CH2:38]CO)=[O:35].N(C(C)(C)C#N)=NC(C)(C)C#N>O1CCCC1>[CH2:1]([C:4]1[C:5]([NH:7][C:8](=[O:10])[CH:9]=1)=[O:6])[CH2:2][CH3:3].[CH:11]12[CH2:18][CH2:17][CH:14]([CH:15]=[CH:16]1)[CH2:13][CH:12]2[C:19]([O:21][C:22]([CH3:25])([CH3:24])[CH3:23])=[O:20].[CH:26]12[CH2:33][CH2:32][CH:29]([CH:30]=[CH:31]1)[CH2:28][CH:27]2[C:34]([O:36][CH2:37][CH2:38][OH:6])=[O:35] |f:5.6.7|. Solvent: O1CCCC1 (tetrahydrofuran). The product is C(CC)C=1C(=O)NC(C1)=O.C12C(CC(C=C1)CC2)C(=O)OC(C)(C)C.C12C(CC(C=C1)CC2)C(=O)OCCO (propyl maleimide t-butyl bicyclo[2,2,2]oct-5-ene-2-carboxylate 2-hydroxyethyl bicyclo[2,2,2]oct-5-ene-2-carboxylate).